This data is from the Open Reaction Database (ORD), a public repository of structured organic reaction records. The task is: describe an organic reaction: reactants, conditions, products, and yield Reactants: C1(CC1)N1C=C(C(C2=C(C(=C(C(=C12)F)F)F)C)=O)C(=O)O (1-cyclopropyl-6,7,8-trifluoro-5-methyl-1,4-dihydro-4-oxo-quinoline-3-carboxylic acid), Cl.C1(=CC=CC=C1)C=1N=NN(C1)C1CNCC1 (3-(4-phenyl-1,2,3-triazol-1-yl)pyrrolidine hydrochloride), [N+](=[N-])=C1C(CCCCCCCCC1)C1CCCCCCCCCC1 (diazobicycloundecane). The solvent is N1=CC=CC=C1 (pyridine). Conditions: temperature 90 celsius. Product: C1(CC1)N1C=C(C(C2=C(C(=C(C(=C12)F)N1CC(CC1)N1N=NC(=C1)C1=CC=CC=C1)F)C)=O)C(=O)O (1-Cyclopropyl-6,8-difluoro-5-methyl-7-[3-(4-Phenyl- 1,2,3-triazol-1-yl)pyrrolidin-1-yl]-1,4-dihydro-4-oxoquinoline -3-carboxylic acid). As a reaction SMILES: [CH:1]1([N:4]2[C:13]3[C:8](=[C:9]([CH3:17])[C:10]([F:16])=[C:11](F)[C:12]=3[F:14])[C:7](=[O:18])[C:6]([C:19]([OH:21])=[O:20])=[CH:5]2)[CH2:3][CH2:2]1.Cl.[C:23]1([C:29]2[N:30]=[N:31][N:32]([CH:34]3[CH2:38][CH2:37][NH:36][CH2:35]3)[CH:33]=2)[CH:28]=[CH:27][CH:26]=[CH:25][CH:24]=1.[N+](=C1CCCCCCCCCC1C1CCCCCCCCCC1)=[N-]>N1C=CC=CC=1>[CH:1]1([N:4]2[C:13]3[C:8](=[C:9]([CH3:17])[C:10]([F:16])=[C:11]([N:36]4[CH2:37][CH2:38][CH:34]([N:32]5[CH:33]=[C:29]([C:23]6[CH:24]=[CH:25][CH:26]=[CH:27][CH:28]=6)[N:30]=[N:31]5)[CH2:35]4)[C:12]=3[F:14])[C:7](=[O:18])[C:6]([C:19]([OH:21])=[O:20])=[CH:5]2)[CH2:2][CH2:3]1 |f:1.2|. Procedure: A mixture of 1-cyclopropyl-6,7,8-trifluoro-5-methyl-1,4-dihydro-4-oxo-quinoline-3-carboxylic acid (100 mg, 0.37mmol),3-(4-phenyl-1,2,3-triazol-1-yl)pyrrolidine hydrochloride (160 mg, 0.67 mmol) and diazobicycloundecane (102 mg, 0.67 mmol) in (5 ml) pyridine was heated at 90° C. for 24 hrs. The reaction mixture was concentrated and diluted with water. The separated solid was filtered and washed with water followed by ether and was crystallized from methanol. Yield: 89 mg (55%), m.p. 221.4° C. 1H ...